From a dataset of the Open Reaction Database (ORD), a public repository of structured organic reaction records. describe an organic reaction: reactants, conditions, products, and yield Reactants: CO, COc1nc2c(N)nc(OCCC3CC3)nc2n1CCC1CCCO1, Cl, C1COCCO1. Product: Nc1nc(OCCC2CC2)nc2c1[nH]c(=O)n2CCC1CCCO1. Reaction SMILES: [CH3:33][OH:34].[CH:1]1([CH2:4][CH2:5][O:6][c:7]2[n:8][c:9]([NH2:25])[c:10]3[n:11][c:12]([O:23][CH3:24])[n:13]([CH2:16][CH2:17][CH:18]4[O:19][CH2:20][CH2:21][CH2:22]4)[c:14]3[n:15]2)[CH2:2][CH2:3]1.[ClH:26].[O:27]1[CH2:28][CH2:29][O:30][CH2:31][CH2:32]1>>[CH:1]1([CH2:4][CH2:5][O:6][c:7]2[n:8][c:9]([NH2:25])[c:10]3[nH:11][c:12](=[O:23])[n:13]([CH2:16][CH2:17][CH:18]4[O:19][CH2:20][CH2:21][CH2:22]4)[c:14]3[n:15]2)[CH2:2][CH2:3]1. Reactants: O=C([O-])[O-], COC(=O)NC(C(=O)NN(Cc1ccc(Br)cc1)CC(O)(Cc1ccccc1)C(=O)NC1c2ccccc2CC1O)C(C)(C)C, Cc1noc(C)c1B(O)O, CCO, COCCOC, [Na+], [Na+]. Reaction SMILES: [C:56](=[O:57])([O-:58])[O-:59].[CH3:1][O:2][C:3]([NH:4][CH:5]([C:6]([CH3:7])([CH3:8])[CH3:9])[C:10](=[O:11])[NH:12][N:13]([CH2:14][C:15]([CH2:16][c:17]1[cH:18][cH:19][cH:20][cH:21][cH:22]1)([C:23]([NH:24][CH:25]1[CH:26]([OH:34])[CH2:27][c:28]2[cH:29][cH:30][cH:31][cH:32][c:33]21)=[O:35])[OH:36])[CH2:37][c:38]1[cH:39][cH:40][c:41]([Br:44])[cH:42][cH:43]1)=[O:45].[CH3:46][c:47]1[n:48][o:49][c:50]([CH3:55])[c:51]1[B:52]([OH:53])[OH:54].[CH3:62][CH2:63][OH:64].[CH3:65][O:66][CH2:67][CH2:68][O:69][CH3:70].[Na+:60].[Na+:61]>>[CH3:1][O:2][C:3]([NH:4][CH:5]([C:6]([CH3:7])([CH3:8])[CH3:9])[C:10](=[O:11])[NH:12][N:13]([CH2:14][C:15]([CH2:16][c:17]1[cH:18][cH:19][cH:20][cH:21][cH:22]1)([C:23]([NH:24][CH:25]1[CH:26]([OH:34])[CH2:27][c:28]2[cH:29][cH:30][cH:31][cH:32][c:33]21)=[O:35])[OH:36])[CH2:37][c:38]1[cH:39][cH:40][c:41](-[c:51]2[c:47]([CH3:46])[n:48][o:49][c:50]2[CH3:55])[cH:42][cH:43]1)=[O:45]. The product is COC(=O)NC(C(=O)NN(Cc1ccc(-c2c(C)noc2C)cc1)CC(O)(Cc1ccccc1)C(=O)NC1c2ccccc2CC1O)C(C)(C)C. Starting materials: CC1=C(C2=C(C(N(C=C2)C)=O)N1)C(=O)OCC (ethyl 2,6-dimethyl-7-oxo-6,7-dihydro-1H-pyrrolo[2,3-c]pyridine-3-carboxylate), BrC(C)C1=CC=CC=C1 ((1-bromoethyl)-benzene), C([O-])([O-])=O.[Cs+].[Cs+] (cesium carbonate), resultant solution. Run in CN(C=O)C (N,N-dimethylformamide). Product: CC1=C(C2=C(C(N(C=C2)C)=O)N1C(C)C1=CC=CC=C1)C(=O)OCC (ethyl 2,6-dimethyl-7-oxo-1-(1-phenylethyl)-6,7-dihydro-1H-pyrrolo[2,3-c]pyridine-3-carboxylate). Isolated yield 69.3%. Reaction SMILES: [CH3:1][C:2]1[NH:12][C:5]2[C:6](=[O:11])[N:7]([CH3:10])[CH:8]=[CH:9][C:4]=2[C:3]=1[C:13]([O:15][CH2:16][CH3:17])=[O:14].Br[CH:19]([C:21]1[CH:26]=[CH:25][CH:24]=[CH:23][CH:22]=1)[CH3:20].C(=O)([O-])[O-].[Cs+].[Cs+]>CN(C)C=O>[CH3:1][C:2]1[N:12]([CH:19]([C:21]2[CH:26]=[CH:25][CH:24]=[CH:23][CH:22]=2)[CH3:20])[C:5]2[C:6](=[O:11])[N:7]([CH3:10])[CH:8]=[CH:9][C:4]=2[C:3]=1[C:13]([O:15][CH2:16][CH3:17])=[O:14] |f:2.3.4|. Reported procedure: To a stirred solution of ethyl 2,6-dimethyl-7-oxo-6,7-dihydro-1H-pyrrolo[2,3-c]pyridine-3-carboxylate (1.5 g, 6.4 mmol) in N,N-dimethylformamide (50 mL) was added (1-bromoethyl)-benzene (1.5 g, 7.9 mmol) and cesium carbonate (3.14 g, 9.6 mmol). The resultant solution was stirred at 80° C. for 12 hours. Once starting material was consumed, the reaction mixture was quenched with water (50 mL), and extracted with ethyl acetate (100 mL×3). The combined organic layers were washed with brine (100 mL*2... The reactants are CN(C)P(=O)(N(C)C)N(C)C, CC1Cc2c(F)c(F)cc3c(=O)c(C(=O)O)cn1c23, OC1CCCNC1. The product is CC1Cc2c(N3CCCC(O)C3)c(F)cc3c(=O)c(C(=O)O)cn1c23. Reaction SMILES: [CH3:27][N:28]([CH3:29])[P:30](=[O:31])([N:32]([CH3:33])[CH3:34])[N:35]([CH3:36])[CH3:37].[F:1][c:2]1[cH:3][c:4]2[c:5](=[O:19])[c:6]([C:16](=[O:17])[OH:18])[cH:7][n:8]3[c:9]2[c:10]([c:11]1[F:12])[CH2:13][CH:14]3[CH3:15].[OH:20][CH:21]1[CH2:22][NH:23][CH2:24][CH2:25][CH2:26]1>>[F:1][c:2]1[cH:3][c:4]2[c:5](=[O:19])[c:6]([C:16](=[O:17])[OH:18])[cH:7][n:8]3[c:9]2[c:10]([c:11]1[N:23]1[CH2:22][CH:21]([OH:20])[CH2:26][CH2:25][CH2:24]1)[CH2:13][CH:14]3[CH3:15]. The reactants are COC1=CC=CC2=C1N1C(CO2)CN(CC1)CCCCN (4-(10-methoxy-1,2,4a,5-tetrahydropyrazino[2,1-c][1,4]benzoxazin-3(4H)-yl)butylamine), ClC=1N=C2C(=NC1)SC(=C2N=C=O)C(=O)OCC (ethyl 2-chloro-7-isocyanatothieno[2,3-b]pyrazine-6-carboxylate). Product: Cl.Cl.COC1=CC=CC2=C1N1C(CO2)CN(CC1)CCCCN1C(NC2=C(C1=O)SC1=C2N=C(C=N1)Cl)=O ((−) 3-[4-(10-methoxy-1,2,4a,5-tetrahydropyrazino[2,1-c][1,4]benzoxazin-3(4H)-yl)butyl]-8-chloropyrazino[2′,3′:4,5]thieno[3,2-d]pyrimidine-2,4(1H,3H)-dione dihydrochloride). Reaction SMILES: [CH3:1][O:2][C:3]1[C:8]2[N:9]3[CH2:16][CH2:15][N:14]([CH2:17][CH2:18][CH2:19][CH2:20][NH2:21])[CH2:13][CH:10]3[CH2:11][O:12][C:7]=2[CH:6]=[CH:5][CH:4]=1.[Cl:22][C:23]1[N:24]=[C:25]2[C:31]([N:32]=[C:33]=[O:34])=[C:30]([C:35](OCC)=[O:36])[S:29][C:26]2=[N:27][CH:28]=1>>[ClH:22].[ClH:22].[CH3:1][O:2][C:3]1[C:8]2[N:9]3[CH2:16][CH2:15][N:14]([CH2:17][CH2:18][CH2:19][CH2:20][N:21]4[C:35](=[O:36])[C:30]5[S:29][C:26]6[N:27]=[CH:28][C:23]([Cl:22])=[N:24][C:25]=6[C:31]=5[NH:32][C:33]4=[O:34])[CH2:13][CH:10]3[CH2:11][O:12][C:7]=2[CH:6]=[CH:5][CH:4]=1 |f:2.3.4|. Procedure details: The product from Example 11A and the product from Example 8D were processed as described in Example 1L to provide the title compound. mp 198-201° C.; [α]23D−7.8 °(c 1.02, DMSO); 1H NMR (300 MHz, DMSO-d6) δ1.60-1.85 (m, 4H), 2.80-3.75 (m, 7H), 3.78 (s,3H), 3.82-4.75 (m, 6H), 6.42-6.95 (m, 3H), 9.02 (s, 1H), 10.60 (bs, 1H), 1290 (s, 1H); MS (DCI/NH3) m/e 529 (M+H)+; Anal. calcd for C24H25N6O4SCl.2.0 HCl: C, 47.89; H, 4.52; N, 13.96. Found: C, 47.64; H, 4.62; N, 13.63. Starting materials: N[C@@H](CCCNC(N)=N)C(=O)O (arginine), N[C@@H](CCCNC(N)=N)C(=O)O (arginine), N1[C@@H](CC2=CC=CC=C2C1)C(=O)O (Tic), C1(=CC=C(C=C1)S(=O)(=O)Cl)C (p-toluenesulfonyl chloride). Yields the product N1([C@@H](CC2=CC=CC=C2C1)C(=O)O)S(=O)(=O)C1=CC=C(C)C=C1 (Tos-L-Tic). As a reaction SMILES: N[C@H](C(O)=O)CCCNC(=N)N.[NH:13]1[CH2:22][C:21]2[C:16](=[CH:17][CH:18]=[CH:19][CH:20]=2)[CH2:15][C@H:14]1[C:23]([OH:25])=[O:24].[C:26]1([CH3:36])[CH:31]=[CH:30][C:29]([S:32](Cl)(=[O:34])=[O:33])=[CH:28][CH:27]=1>>[N:13]1([S:32]([C:29]2[CH:30]=[CH:31][C:26]([CH3:36])=[CH:27][CH:28]=2)(=[O:34])=[O:33])[CH2:22][C:21]2[C:16](=[CH:17][CH:18]=[CH:19][CH:20]=2)[CH2:15][C@H:14]1[C:23]([OH:25])=[O:24]. Reported procedure: To a solution of 100 mg of Tos-L-Tic (0.30 mmol), 122 mg of Arg(NO2)—OMe HCl (0.45 mmol), 61 mg of hydroxybenzotriazole (0.39 mmol), and 184 mg of 4-dimethylaminopyridine (1.51 mmol) in 50 mL of methylene chloride as added 174 mg (0.78 mmol) of 1,3-dimethylaminopropyl-3-ethylcarbodiimide hydrochloride. After stirring for 15 hours, 100 mL of additional methylene chloride was added to the reaction, and it was washed three times with 30 mL portions of 10% aqueous hydrochloric acid solution, then tw... Reactants: [Al+3], Cc1ccccc1, [Cl-], [Cl-], [Cl-], O=[N+]([O-])c1ccccc1, OCc1cccnc1. Product: Cc1ccccc1Cc1cccnc1. RXN SMILES: [Al+3:17].[CH3:9][c:10]1[cH:11][cH:12][cH:13][cH:14][cH:15]1.[Cl-:16].[Cl-:18].[Cl-:19].[O-:20][N+:21]([c:22]1[cH:23][cH:24][cH:25][cH:26][cH:27]1)=[O:28].[n:1]1[cH:2][c:3]([CH2:7][OH:8])[cH:4][cH:5][cH:6]1>>[n:1]1[cH:2][c:3]([CH2:7][c:11]2[c:10]([CH3:9])[cH:15][cH:14][cH:13][cH:12]2)[cH:4][cH:5][cH:6]1.